From a dataset of the Open Reaction Database (ORD), a public repository of structured organic reaction records. describe an organic reaction: reactants, conditions, products, and yield Starting materials: N1=CC=CC2=CC=CC(=C12)S(=O)(=O)N1[C@@H](COCC2=C(C1)C=CC=C2)CC(=O)N ((R)-2-(5-(Quinolin-8-ylsulfonyl)-3,4,5,6-tetrahydro-1H-benzo[f][1,4]oxazocin-4-yl)acetamide), N1=CC=CC=C1 (pyridine), O(C(=O)C(F)(F)F)C(=O)C(F)(F)F ((CF3CO)2O). The solvent is C(Cl)Cl (DCM). The product is N1=CC=CC2=CC=CC(=C12)S(=O)(=O)N1[C@@H](COCC2=C(C1)C=CC=C2)CC#N ((R)-2-(5-(Quinolin-8-ylsulfonyl)-3,4,5,6-tetrahydro-1H-benzo[f][1,4]oxazocin-4-yl)acetonitrile). Yield: 36.0%. RXN SMILES: [N:1]1[C:10]2[C:5](=[CH:6][CH:7]=[CH:8][C:9]=2[S:11]([N:14]2[CH2:21][C:20]3[CH:22]=[CH:23][CH:24]=[CH:25][C:19]=3[CH2:18][O:17][CH2:16][C@H:15]2[CH2:26][C:27]([NH2:29])=O)(=[O:13])=[O:12])[CH:4]=[CH:3][CH:2]=1.N1C=CC=CC=1.O(C(C(F)(F)F)=O)C(C(F)(F)F)=O>C(Cl)Cl>[N:1]1[C:10]2[C:5](=[CH:6][CH:7]=[CH:8][C:9]=2[S:11]([N:14]2[CH2:21][C:20]3[CH:22]=[CH:23][CH:24]=[CH:25][C:19]=3[CH2:18][O:17][CH2:16][C@H:15]2[CH2:26][C:27]#[N:29])(=[O:12])=[O:13])[CH:4]=[CH:3][CH:2]=1. Reported procedure: A solution of compound 23 (100 mg, 0.24 mmol), pyridine (47 mg, 0.6 mmol) and (CF3CO)2O (76 mg, 0.36 mmol) in DCM (5 mL) was stirred at it for 2 hr. The reaction mixture was quenched with water and extracted with DCM. The organic extracts were dried over anhydrous Na2SO4, filtered and concentrated. The crude product was purified by Prep-TLC to give the desired compound 24 (34 mg, 36% yield). LCMS (m/z): 394.2 (MH+). Reactants: COC(=O)c1ccc(C(=O)[O-])cc1, [Cl-], Cl, Nc1cc2c3c(c1)CCCC3CCC2, c1ccccc1, c1ccncc1. Product: COC(=O)c1ccc(C(=O)Nc2cc3c4c(c2)CCCC4CCC3)cc1. RXN SMILES: [C:16]([c:17]1[cH:18][cH:19][c:20]([C:21](=[O:22])[O-:23])[cH:24][cH:25]1)(=[O:26])[O:27][CH3:28].[Cl-:15].[ClH:29].[cH:1]1[c:2]([NH2:14])[cH:3][c:4]2[c:13]3[c:12]1[CH2:11][CH2:10][CH2:9][CH:8]3[CH2:7][CH2:6][CH2:5]2.[cH:30]1[cH:31][cH:32][cH:33][cH:34][cH:35]1.[cH:36]1[cH:37][cH:38][n:39][cH:40][cH:41]1>>[cH:1]1[c:2]([NH:14][C:21]([c:20]2[cH:19][cH:18][c:17]([C:16](=[O:26])[O:27][CH3:28])[cH:25][cH:24]2)=[O:22])[cH:3][c:4]2[c:13]3[c:12]1[CH2:11][CH2:10][CH2:9][CH:8]3[CH2:7][CH2:6][CH2:5]2.